From a dataset of the Open Reaction Database (ORD), a public repository of structured organic reaction records. describe an organic reaction: reactants, conditions, products, and yield Starting materials: COCCOC, CN1CCN(C2CCC(n3nc(I)c4c(N)ncnc43)CC2)CC1, [Na+], [Na+], O=C([O-])[O-], O, CC1(C)OB(c2ccc(Nc3ccccc3)cc2)OC1(C)C, c1ccc(P(c2ccccc2)(c2ccccc2)[Pd](P(c2ccccc2)(c2ccccc2)c2ccccc2)(P(c2ccccc2)(c2ccccc2)c2ccccc2)P(c2ccccc2)(c2ccccc2)c2ccccc2)cc1. Product: CN1CCN(C2CCC(n3nc(-c4ccc(Nc5ccccc5)cc4)c4c(N)ncnc43)CC2)CC1. As a reaction SMILES: [CH3:53][O:54][CH2:55][CH2:56][O:57][CH3:58].[I:23][c:24]1[n:25][n:26]([CH:34]2[CH2:35][CH2:36][CH:37]([N:40]3[CH2:41][CH2:42][N:43]([CH3:46])[CH2:44][CH2:45]3)[CH2:38][CH2:39]2)[c:27]2[n:28][cH:29][n:30][c:31]([NH2:33])[c:32]12.[Na+:47].[Na+:48].[O-:49][C:50](=[O:51])[O-:52].[OH2:59].[c:1]1([NH:7][c:8]2[cH:9][cH:10][c:11]([B:14]3[O:15][C:16]([CH3:17])([CH3:18])[C:19]([CH3:20])([CH3:21])[O:22]3)[cH:12][cH:13]2)[cH:2][cH:3][cH:4][cH:5][cH:6]1.[cH:60]1[cH:61][cH:62][c:63]([P:64]([Pd:65]([P:66]([c:67]2[cH:68][cH:69][cH:70][cH:71][cH:72]2)([c:73]2[cH:74][cH:75][cH:76][cH:77][cH:78]2)[c:79]2[cH:80][cH:81][cH:82][cH:83][cH:84]2)([P:85]([c:86]2[cH:87][cH:88][cH:89][cH:90][cH:91]2)([c:92]2[cH:93][cH:94][cH:95][cH:96][cH:97]2)[c:98]2[cH:99][cH:100][cH:101][cH:102][cH:103]2)[P:104]([c:105]2[cH:106][cH:107][cH:108][cH:109][cH:110]2)([c:111]2[cH:112][cH:113][cH:114][cH:115][cH:116]2)[c:117]2[cH:118][cH:119][cH:120][cH:121][cH:122]2)([c:123]2[cH:124][cH:125][cH:126][cH:127][cH:128]2)[c:129]2[cH:130][cH:131][cH:132][cH:133][cH:134]2)[cH:135][cH:136]1>>[c:1]1([NH:7][c:8]2[cH:9][cH:10][c:11](-[c:24]3[n:25][n:26]([CH:34]4[CH2:35][CH2:36][CH:37]([N:40]5[CH2:41][CH2:42][N:43]([CH3:46])[CH2:44][CH2:45]5)[CH2:38][CH2:39]4)[c:27]4[n:28][cH:29][n:30][c:31]([NH2:33])[c:32]34)[cH:12][cH:13]2)[cH:2][cH:3][cH:4][cH:5][cH:6]1. The reactants are CCOCCn1c(CN2CCN(CC#N)CC2)nc2cccnc21, CO, [H][H], N. The product is CCOCCn1c(CN2CCN(CCN)CC2)nc2cccnc21. Reaction SMILES: [CH2:1]([CH3:2])[O:3][CH2:4][CH2:5][n:6]1[c:7]([CH2:15][N:16]2[CH2:17][CH2:18][N:19]([CH2:22][C:23]#[N:24])[CH2:20][CH2:21]2)[n:8][c:9]2[c:10]1[n:11][cH:12][cH:13][cH:14]2.[CH3:28][OH:29].[H:26][H:27].[NH3:25]>>[CH2:1]([CH3:2])[O:3][CH2:4][CH2:5][n:6]1[c:7]([CH2:15][N:16]2[CH2:17][CH2:18][N:19]([CH2:22][CH2:23][NH2:24])[CH2:20][CH2:21]2)[n:8][c:9]2[c:10]1[n:11][cH:12][cH:13][cH:14]2. Reactants: COC(=O)C1(CCOCC1)C1=CC(=C(C=C1)N)Br (4-(4-amino-3-bromo-phenyl)-tetrahydro-pyran-4-carboxylic acid methyl ester), C1(=CCCCC1)B1OC(C(O1)(C)C)(C)C (2-cyclohex-1-enyl-4,4,5,5-tetramethyl-[1,3,2]dioxaborolane). Run in CCOC(=O)C.C(Cl)Cl (EtOAc DCM). Yields the product COC(=O)C1(CCOCC1)C1=CC(=C(C=C1)N)C1=CCCCC1 (4-(4-Amino-3-cyclohex-1-enyl-phenyl)-tetrahydro-pyran-4-carboxylic acid methyl ester). The yield is 70.0%. Reaction SMILES: [CH3:1][O:2][C:3]([C:5]1([C:11]2[CH:16]=[CH:15][C:14]([NH2:17])=[C:13](Br)[CH:12]=2)[CH2:10][CH2:9][O:8][CH2:7][CH2:6]1)=[O:4].[C:19]1(B2OC(C)(C)C(C)(C)O2)[CH2:24][CH2:23][CH2:22][CH2:21][CH:20]=1>CCOC(C)=O.C(Cl)Cl>[CH3:1][O:2][C:3]([C:5]1([C:11]2[CH:16]=[CH:15][C:14]([NH2:17])=[C:13]([C:19]3[CH2:24][CH2:23][CH2:22][CH2:21][CH:20]=3)[CH:12]=2)[CH2:10][CH2:9][O:8][CH2:7][CH2:6]1)=[O:4] |f:2.3|. Procedure details: The title compound was prepared by the Suzuki coupling procedure of Example 16, step (d) using 4-(4-amino-3-bromo-phenyl)-tetrahydro-pyran-4-carboxylic acid methyl ester (as prepared in the Example 16, step (c), 380 mg, 1.21 mmol), and 2-cyclohex-1-enyl-4,4,5,5-tetramethyl-[1,3,2]dioxaborolane (277 mg, 1.33 mmol). Silica gel chromatography (0-2% EtOAc/DCM) afforded the title compound (268 mg, 70%) as a white solid. Mass spectrum (ESI, m/z): Calcd. for C19H25NO3, 316.2 (M+H). found 316.2. Starting materials: OC1=C(C=O)C(=CC=C1)OCOC (2-hydroxy-6-methoxymethoxybenzaldehyde), CC(C)([O-])C.[K+] (potassium t-butoxide), O (water), BrCC1=CC=C(C(=O)OCC)C=C1 (ethyl 4-bromomethylbenzoate). The solvent is CS(=O)C (dimethyl sulphoxide). Conditions: time 10 minute. The product is C(=O)C1=C(OCC2=CC=C(C(=O)OCC)C=C2)C=CC=C1O (ethyl 4-(2-formyl-3-hydroxyphenoxymethyl)benzoate). As a reaction SMILES: [OH:1][C:2]1[CH:9]=[CH:8][CH:7]=[C:6]([O:10][CH2:11]OC)[C:3]=1[CH:4]=[O:5].CC(C)([O-])C.[K+].BrC[C:22]1[CH:32]=[CH:31][C:25]([C:26]([O:28][CH2:29][CH3:30])=[O:27])=[CH:24][CH:23]=1.O>CS(C)=O>[CH:4]([C:3]1[C:2]([OH:1])=[CH:9][CH:8]=[CH:7][C:6]=1[O:10][CH2:11][C:22]1[CH:32]=[CH:31][C:25]([C:26]([O:28][CH2:29][CH3:30])=[O:27])=[CH:24][CH:23]=1)=[O:5] |f:1.2|. Procedure: To a stirred solution of 2-hydroxy-6-methoxymethoxybenzaldehyde (0.91 g, 5.1 mM) in dry dimethyl sulphoxide (8 ml) was added potassium t-butoxide (0.57 g, 5.1 mM) with exclusion of moisture. After 10 mins, ethyl 4-bromomethylbenzoate (1.22 g, 5 mM) was added and the whole stirred at room temperature (18 hrs). The reaction mixture was poured into water (100 ml) and the liberated oil extracted into ether. The combined extracts were washed with 5% sodium carbonate solution, water, dried (sodium sul... Starting materials: C(#N)C=1C=C(OC2=C(ONC(C)=O)C=CC=C2)C=CC1C1=NN=NN1 (N-{2-[3-cyano-4-(1H-tetrazol-5-yl)phenoxy]phenoxy}acetamide), C(#N)C1=C(C=C(OC2=C(C=CC=C2)NC(C)=O)C=C1)C1=NN=NN1 (N-{2-[4-cyano-3-(1H-tetrazol-5-yl)phenoxy]phenyl}acetamide), [Cl-].[NH4+] (Ammonium chloride), [N-]=[N+]=[N-].[Na+] (sodium azide), [Cl-].[Li+] (lithium chloride). Solvent: CN(C)C=O (DMF). Reaction conditions: temperature 120 celsius. The product is N1N=NN=C1C=1C=C(OC2=C(C=CC=C2)NC(C)=O)C=CC1C1=NN=NN1 (N-{2-[3,4-Bis-(1H-tetrazol-5-yl)phenoxy]phenyl}acetamide). RXN SMILES: C(C1C=C(C=CC=1C1N[N:24]=[N:23][N:22]=1)OC1C=CC=CC=1ONC(=O)C)#N.[C:26]([C:28]1[CH:44]=[CH:43][C:31]([O:32][C:33]2[CH:38]=[CH:37][CH:36]=[CH:35][C:34]=2[NH:39][C:40](=[O:42])[CH3:41])=[CH:30][C:29]=1[C:45]1[NH:49][N:48]=[N:47][N:46]=1)#[N:27].[Cl-].[NH4+].[N-]=[N+]=[N-].[Na+].[Cl-].[Li+]>CN(C=O)C>[NH:46]1[C:45]([C:29]2[CH:30]=[C:31]([CH:43]=[CH:44][C:28]=2[C:26]2[NH:24][N:23]=[N:22][N:27]=2)[O:32][C:33]2[CH:38]=[CH:37][CH:36]=[CH:35][C:34]=2[NH:39][C:40](=[O:42])[CH3:41])=[N:49][N:48]=[N:47]1 |f:2.3,4.5,6.7|. Reported procedure: A mixture of N-{2-[3-cyano-4-(1H-tetrazol-5-yl)phenoxy]phenoxy}acetamide and N-{2-[4-cyano-3-(1H-tetrazol-5-yl)phenoxy]phenyl}acetamide (0.45 g, 1.4 mmol) was dissolved in dry DMF (20 ml). Ammonium chloride (0.17 g, 3.1 mmol), sodium azide (0.2 g, 3.1 mmol), and lithium chloride (0.13 g, 3.1 mmol) were added. The reaction mixture was heated at 120° C. for 120 hours. The reaction mixture was evaporated in vacuo and purified on a silica gel column (eluent:methylene chloride/methanol (2:1)). The yi... The reactants are FC=1C=C(C2=C(C=CO2)C1)Br (5-fluoro-7-bromobenzofuran), CC(C=C)O (3-buten-2-ol), C([O-])(O)=O.[Na+] (sodium bicarbonate). The reagents and catalysts are C1(=C(C=CC=C1)P(C1=C(C=CC=C1)C)C1=C(C=CC=C1)C)C (tri(o-tolyl)phosphine), C(C)(=O)[O-].[Pd+2].C(C)(=O)[O-] (palladium(II) acetate). Solvent: CN1C(CCC1)=O (N-methylpyrrolidinone), C(C)(=O)OCC (ethyl acetate). Run at temperature 140 celsius. Yields the product FC=1C=C(C2=C(C=CO2)C1)CCC(C)=O (4-(5-fluorobenzofur-7-yl)-2-butanone). Yield: 76.1%. Reaction SMILES: [F:1][C:2]1[CH:3]=[C:4](Br)[C:5]2[O:9][CH:8]=[CH:7][C:6]=2[CH:10]=1.[CH3:12][CH:13]([OH:16])[CH:14]=[CH2:15].C(=O)(O)[O-].[Na+]>CN1CCCC1=O.C(OCC)(=O)C.C([O-])(=O)C.[Pd+2].C([O-])(=O)C.C1(C)C=CC=CC=1P(C1C=CC=CC=1C)C1C=CC=CC=1C>[F:1][C:2]1[CH:3]=[C:4]([CH2:15][CH2:14][C:13](=[O:16])[CH3:12])[C:5]2[O:9][CH:8]=[CH:7][C:6]=2[CH:10]=1 |f:2.3,6.7.8|. Reported procedure: Nitrogen was bubbled through a mixture of 1.0 gm (4.65 mMol) 5-fluoro-7-bromobenzofuran, 0.61 mL (6.98 mMol) 3-buten-2-ol, 0.057 gm (0.186 mMol) tri(o-tolyl)phosphine, and 0.47 gm (5.58 mmol) sodium bicarbonate in 35 mL N-methylpyrrolidinone for 10 minutes. To the mixture were then added 0.021 gm (0.093 mMol) palladium(II) acetate and the reaction mixture was heated to 140° C. for 3 hours. The reaction mixture was cooled to room temperature and diluted with 500 mL ethyl acetate. The organic phas... The reactants are CCC(=O)O, CC(=O)O, CC#N, ClCCl, ClI, [In+3], O=c1[nH]c2ccccc2c2cc[nH]c12, O=S(=O)([O-])C(F)(F)F, O=S(=O)([O-])C(F)(F)F, O=S(=O)([O-])C(F)(F)F. Yields the product CCC(=O)O, O=c1[nH]c2ccc(I)cc2c2cc[nH]c12. Reaction SMILES: [CH2:3]([CH3:4])[C:5](=[O:6])[OH:7].[CH3:22][C:23](=[O:24])[OH:25].[CH3:54][C:55]#[N:56].[Cl:51][CH2:52][Cl:53].[I:1][Cl:2].[In+3:34].[O:8]=[c:9]1[nH:10][c:11]2[cH:12][cH:13][cH:14][cH:15][c:16]2[c:17]2[c:18]1[nH:19][cH:20][cH:21]2.[S:26]([O-:27])([C:28]([F:29])([F:30])[F:31])(=[O:32])=[O:33].[S:35]([O-:36])([C:37]([F:38])([F:39])[F:40])(=[O:41])=[O:42].[S:43]([O-:44])([C:45]([F:46])([F:47])[F:48])(=[O:49])=[O:50]>>[CH2:3]([CH3:4])[C:5](=[O:6])[OH:7].[I:1][c:14]1[cH:13][cH:12][c:11]2[nH:10][c:9](=[O:8])[c:18]3[c:17]([c:16]2[cH:15]1)[cH:21][cH:20][nH:19]3. Starting materials: ClC1=NC2=CC=C(C=C2C=C1C(=O)O)Cl (2,6-dichloroquinoline-3-carboxylic acid), C(C1=CC=CC=C1)OC[C@@H](N)C(=O)O (O-benzyl-D-serine). Yields the product C(C1=CC=CC=C1)OC[C@H](C(=O)O)NC1=NC2=CC=C(C=C2C=C1C(=O)O)Cl (2-((R)-2-Benzyloxy-1-carboxy-ethylamino)-6-chloro-quinoline-3-carboxylic acid). Yield: 34.0%. Reaction SMILES: Cl[C:2]1[C:11]([C:12]([OH:14])=[O:13])=[CH:10][C:9]2[C:4](=[CH:5][CH:6]=[C:7]([Cl:15])[CH:8]=2)[N:3]=1.[CH2:16]([O:23][CH2:24][C@H:25]([C:27]([OH:29])=[O:28])[NH2:26])[C:17]1[CH:22]=[CH:21][CH:20]=[CH:19][CH:18]=1>>[CH2:16]([O:23][CH2:24][C@@H:25]([NH:26][C:2]1[C:11]([C:12]([OH:14])=[O:13])=[CH:10][C:9]2[C:4](=[CH:5][CH:6]=[C:7]([Cl:15])[CH:8]=2)[N:3]=1)[C:27]([OH:29])=[O:28])[C:17]1[CH:22]=[CH:21][CH:20]=[CH:19][CH:18]=1. Reported procedure: In close analogy to the procedure described in Example 1, 2,6-dichloroquinoline-3-carboxylic acid is reacted with O-benzyl-D-serine to provide the title compound in 34% yield as yellow needles (recrystallization from DMF/water). Starting materials: ClC1=CC(=C2C(=N1)NN=C2O)C (6-chloro-4-methyl-1H-pyrazolo-[3,4-b]pyridin-3-ol), N(=C=O)CCC=1SC=CC1 (2-(2-isocyanatoethyl)-thiophene). Run in C1CCOC1 (THF). Yields the product S1C(=CC=C1)CCNC(=O)N1NC2=NC(=CC(=C2C1=O)C)Cl (6-Chloro-4-methyl-3-oxo-1,3-dihydropyrazolo[3,4-b]pyridine -2-carboxylic acid (2-thiophen-2-yiethyl)amide). As a reaction SMILES: [Cl:1][C:2]1[N:7]=[C:6]2[NH:8][N:9]=[C:10]([OH:11])[C:5]2=[C:4]([CH3:12])[CH:3]=1.[N:13]([CH2:16][CH2:17][C:18]1[S:19][CH:20]=[CH:21][CH:22]=1)=[C:14]=[O:15]>C1COCC1>[S:19]1[CH:20]=[CH:21][CH:22]=[C:18]1[CH2:17][CH2:16][NH:13][C:14]([N:9]1[C:10](=[O:11])[C:5]2[C:6](=[N:7][C:2]([Cl:1])=[CH:3][C:4]=2[CH3:12])[NH:8]1)=[O:15]. Reported procedure: In analogy to example 1c, 200 mg (1.09 mmol) of 6-chloro-4-methyl-1H-pyrazolo-[3,4-b]pyridin-3-ol were reacted with 183.5 mg (1.19 mmol) of 2-(2-isocyanatoethyl)-thiophene in THF at room temperature. Yield: 184 mg (50%), M+H+: 337.09. Reactants: C[C@@H]1[C@@H](C1)C1=NNC(=C1)N (3-(cis-2-Methylcyclopropyl)-1H-pyrazol-5-amine), O.[N+](=O)([O-])C(C=O)C=O.[Na] (sodium nitromalonaldehyde hydrate), O (Water). The solvent is CC(=O)O (AcOH). Product: C[C@@H]1[C@@H](C1)C1=NNC2=NC=C(C=C21)[N+](=O)[O-] (3-(cis-2-methylcyclopropyl)-5-nitro-1H-pyrazolo[3,4-b]pyridine). Yield: 35.6%. As a reaction SMILES: [CH3:1][C@H:2]1[CH2:4][C@H:3]1[C:5]1[CH:9]=[C:8]([NH2:10])[NH:7][N:6]=1.O.[N+:12]([CH:15]([CH:18]=O)[CH:16]=O)([O-:14])=[O:13].[Na].O>CC(O)=O>[CH3:1][C@H:2]1[CH2:4][C@H:3]1[C:5]1[C:9]2[C:8](=[N:10][CH:16]=[C:15]([N+:12]([O-:14])=[O:13])[CH:18]=2)[NH:7][N:6]=1 |f:1.2.3,^1:19|. Procedure details: 3-(cis-2-Methylcyclopropyl)-1H-pyrazol-5-amine (0.0742 g, 0.541 mmol) and sodium nitromalonaldehyde hydrate (0.0892 g, 0.568 mmol) were heated in AcOH at 90° C. overnight. Water was added, and the precipitate was collected by filtration. This solid was taken up in water as a slurry and heated to reflux for two days. The solution was cooled to room temperature, and the resulting crystals were collected by filtration. The mother liquor was extracted with DCM (3×), dried over Na2SO4 and concentrate...